From a dataset of the Open Reaction Database (ORD), a public repository of structured organic reaction records. describe an organic reaction: reactants, conditions, products, and yield As a reaction SMILES: [C:34](=[O:35])([O-:36])[O-:37].[Cl:1][c:2]1[n:3][cH:4][n:5][c:6]2[cH:7][c:8]([O:14][CH2:15][CH:16]3[CH2:17][CH2:18][N:19]([CH3:22])[CH2:20][CH2:21]3)[c:9]([O:12][CH3:13])[cH:10][c:11]12.[F:23][c:24]1[c:25]([OH:33])[cH:26][c:27]2[cH:28][cH:29][nH:30][c:31]2[cH:32]1.[K+:38].[K+:39].[O:40]=[CH:41][N:42]([CH3:43])[CH3:44]>>[c:2]1([O:33][c:25]2[c:24]([F:23])[cH:32][c:31]3[c:27]([cH:26]2)[cH:28][cH:29][nH:30]3)[n:3][cH:4][n:5][c:6]2[cH:7][c:8]([O:14][CH2:15][CH:16]3[CH2:17][CH2:18][N:19]([CH3:22])[CH2:20][CH2:21]3)[c:9]([O:12][CH3:13])[cH:10][c:11]12. Product: COc1cc2c(Oc3cc4cc[nH]c4cc3F)ncnc2cc1OCC1CCN(C)CC1. Starting materials: O=C([O-])[O-], COc1cc2c(Cl)ncnc2cc1OCC1CCN(C)CC1, Oc1cc2cc[nH]c2cc1F, [K+], [K+], CN(C)C=O. Reactants: O=C1NCc2cc3ccccc3n21, CN(C)C=O, Cc1c(CCl)ncn1C(c1ccccc1)(c1ccccc1)c1ccccc1, [H-], [Na+], O. The product is Cc1c(CN2Cc3cc4ccccc4n3C2=O)ncn1C(c1ccccc1)(c1ccccc1)c1ccccc1. Reaction SMILES: [CH2:1]1[NH:2][C:3](=[O:13])[n:4]2[c:5]1[cH:6][c:7]1[cH:8][cH:9][cH:10][cH:11][c:12]21.[CH3:44][N:45]([CH3:46])[CH:47]=[O:48].[Cl:16][CH2:17][c:18]1[n:19][cH:20][n:21]([C:24]([c:25]2[cH:26][cH:27][cH:28][cH:29][cH:30]2)([c:31]2[cH:32][cH:33][cH:34][cH:35][cH:36]2)[c:37]2[cH:38][cH:39][cH:40][cH:41][cH:42]2)[c:22]1[CH3:23].[H-:15].[Na+:14].[OH2:43]>>[CH2:1]1[N:2]([CH2:17][c:18]2[n:19][cH:20][n:21]([C:24]([c:25]3[cH:26][cH:27][cH:28][cH:29][cH:30]3)([c:31]3[cH:32][cH:33][cH:34][cH:35][cH:36]3)[c:37]3[cH:38][cH:39][cH:40][cH:41][cH:42]3)[c:22]2[CH3:23])[C:3](=[O:13])[n:4]2[c:5]1[cH:6][c:7]1[cH:8][cH:9][cH:10][cH:11][c:12]21.